Dataset: the Open Reaction Database (ORD), a public repository of structured organic reaction records. Task: describe an organic reaction: reactants, conditions, products, and yield Starting materials: CC1([C@@H]2[C@H](C3=CC(=CC=C3O1)C#N)O2)C ((S,S)-2,2-dimethyl-1a,7b-dihydro-2H-1,3-dioxa-cyclopropa[a]naphthalene-6-carbonitrile), FC=1C=CC2=C(C(NO2)=O)C1 (5-fluoro-benzo[d]isoxazol-3-one). The product is FC=1C=CC2=C(C(=NO2)O[C@H]2[C@@H](C(OC3=CC=C(C=C23)C#N)(C)C)O)C1 ((3S,4R)-4-(5-Fluoro-benzo[d]isoxazol-3-yloxy)-3-hydroxy-2,2-dimethyl-chroman-6-carbonitrile). As a reaction SMILES: [CH3:1][C:2]1([CH3:15])[O:11][C:10]2[C:5](=[CH:6][C:7]([C:12]#[N:13])=[CH:8][CH:9]=2)[C@@H:4]2[O:14][C@H:3]12.[F:16][C:17]1[CH:18]=[CH:19][C:20]2[O:24][NH:23][C:22](=[O:25])[C:21]=2[CH:26]=1>>[F:16][C:17]1[CH:18]=[CH:19][C:20]2[O:24][N:23]=[C:22]([O:25][C@@H:4]3[C:5]4[C:10](=[CH:9][CH:8]=[C:7]([C:12]#[N:13])[CH:6]=4)[O:11][C:2]([CH3:1])([CH3:15])[C@H:3]3[OH:14])[C:21]=2[CH:26]=1. Procedure: Following the procedure in Example 1, using (S,S)-2,2-dimethyl-1a,7b-dihydro-2H-1,3-dioxa-cyclopropa[a]naphthalene-6-carbonitrile and 5-fluoro-benzo[d]isoxazol-3-one as starting materials, the title compound was prepared as a white solid. The reactants are [C-]#N.[Na+] (sodium cyanide), IC1=CC=C(CBr)C=C1 (4-iodobenzyl bromide), O (water). Run in CS(=O)C (dimethyl sulfoxide). Run at time 3 hour. Yields the product IC1=CC=C(C=C1)CC#N (4-iodophenylacetonitrile). The yield is 69.1%. RXN SMILES: [C-:1]#[N:2].[Na+].[I:4][C:5]1[CH:12]=[CH:11][C:8]([CH2:9]Br)=[CH:7][CH:6]=1.O>CS(C)=O>[I:4][C:5]1[CH:12]=[CH:11][C:8]([CH2:9][C:1]#[N:2])=[CH:7][CH:6]=1 |f:0.1|. Procedure: To a hot solution (50° C.) of sodium cyanide 0.49 g, 10.0 mmom, purchased from Kokusan Kagaku) in 10 ml of dimethyl sulfoxide (purchased from Aldrich) was added the above 4-iodobenzyl bromide (1.48 g, 5.0 mmol) and the mixture was stirred for three hours at ambient temperature. To the resultant reaction mass was added water and extracted with hexane. The solvent was removed to give 0.84 g (yield: 68.9%) of 4-iodophenylacetonitrile as a white crystalline.